Task: describe an organic reaction: reactants, conditions, products, and yield. Dataset: the Open Reaction Database (ORD), a public repository of structured organic reaction records Reactants: O=C(c1ncc[nH]1)c1ncc[nH]1, CC(C)(C)OC(=O)NCc1cccc(CN)c1, C1CCOC1, CCOC(C)=O, Cc1nc(-c2cccc(F)c2)ncc1C(=O)O. The product is Cc1nc(-c2cccc(F)c2)ncc1C(=O)NCc1cccc(CNC(=O)OC(C)(C)C)c1. Reaction SMILES: [C:18]([c:19]1[nH:20][cH:21][cH:22][n:23]1)([c:24]1[nH:25][cH:26][cH:27][n:28]1)=[O:29].[C:30]([CH3:31])([CH3:32])([CH3:33])[O:34][C:35]([NH:36][CH2:37][c:38]1[cH:39][c:40]([CH2:44][NH2:45])[cH:41][cH:42][cH:43]1)=[O:46].[CH2:47]1[O:48][CH2:49][CH2:50][CH2:51]1.[CH3:52][CH2:53][O:54][C:55]([CH3:56])=[O:57].[F:1][c:2]1[cH:3][c:4](-[c:8]2[n:9][cH:10][c:11]([C:15](=[O:16])[OH:17])[c:12]([CH3:14])[n:13]2)[cH:5][cH:6][cH:7]1>>[F:1][c:2]1[cH:3][c:4](-[c:8]2[n:9][cH:10][c:11]([C:15](=[O:17])[NH:45][CH2:44][c:40]3[cH:39][c:38]([CH2:37][NH:36][C:35]([O:34][C:30]([CH3:31])([CH3:32])[CH3:33])=[O:46])[cH:43][cH:42][cH:41]3)[c:12]([CH3:14])[n:13]2)[cH:5][cH:6][cH:7]1. The reactants are CC(=CCCBr)CCOC(C)C, O=C([O-])[O-], Oc1ccc2c(c1)OCO2, CC(C)=O, [I-], [K+], [K+], [K+]. Yields the product CC(=CCCOc1ccc2c(c1)OCO2)CCOC(C)C. As a reaction SMILES: [Br:9][CH2:10][CH2:11][CH:12]=[C:13]([CH2:14][CH2:15][O:16][CH:17]([CH3:18])[CH3:19])[CH3:20].[C:1](=[O:2])([O-:3])[O-:4].[CH2:21]1[O:22][c:23]2[cH:24][c:25]([OH:30])[cH:26][cH:27][c:28]2[O:29]1.[CH3:31][C:32](=[O:33])[CH3:34].[I-:8].[K+:5].[K+:6].[K+:7]>>[CH2:10]([CH2:11][CH:12]=[C:13]([CH2:14][CH2:15][O:16][CH:17]([CH3:18])[CH3:19])[CH3:20])[O:30][c:25]1[cH:24][c:23]2[c:28]([cH:27][cH:26]1)[O:29][CH2:21][O:22]2. Reactants: NC(=O)c1ccc(Br)c2c1[nH]c1cc(CO)ccc12, C1CCOC1, CCOC(C)=O. The product is NC(=O)c1ccc(Br)c2c1[nH]c1cc(C=O)ccc12. As a reaction SMILES: [Br:1][c:2]1[cH:3][cH:4][c:5]([C:17](=[O:18])[NH2:19])[c:6]2[nH:7][c:8]3[cH:9][c:10]([CH2:15][OH:16])[cH:11][cH:12][c:13]3[c:14]12.[CH2:20]1[O:21][CH2:22][CH2:23][CH2:24]1.[CH3:25][CH2:26][O:27][C:28]([CH3:29])=[O:30]>>[Br:1][c:2]1[cH:3][cH:4][c:5]([C:17](=[O:18])[NH2:19])[c:6]2[nH:7][c:8]3[cH:9][c:10]([CH:15]=[O:16])[cH:11][cH:12][c:13]3[c:14]12.